Dataset: the Open Reaction Database (ORD), a public repository of structured organic reaction records. Task: describe an organic reaction: reactants, conditions, products, and yield Reactants: ClCCl, COc1ccc(C(=O)Cl)c(OC)c1, COc1ccc(C(=O)Nc2ccccc2N)cc1, Cl, [Na+], [OH-]. Product: COc1ccc(C(=O)Nc2ccccc2NC(=O)c2ccc(OC)cc2OC)cc1. RXN SMILES: [CH2:35]([Cl:36])[Cl:37].[CH3:22][O:23][c:24]1[c:25]([C:26](=[O:27])[Cl:28])[cH:29][cH:30][c:31]([O:33][CH3:34])[cH:32]1.[CH3:2][O:3][c:4]1[cH:5][cH:6][c:7]([C:8](=[O:9])[NH:10][c:11]2[c:12]([NH2:17])[cH:13][cH:14][cH:15][cH:16]2)[cH:18][cH:19]1.[ClH:1].[Na+:21].[OH-:20]>>[CH3:2][O:3][c:4]1[cH:5][cH:6][c:7]([C:8](=[O:9])[NH:10][c:11]2[c:12]([NH:17][C:26]([c:25]3[c:24]([O:23][CH3:22])[cH:32][c:31]([O:33][CH3:34])[cH:30][cH:29]3)=[O:27])[cH:13][cH:14][cH:15][cH:16]2)[cH:18][cH:19]1. The reactants are CN1CCC(CC1)C1=CNC2=CC=NC=C12 (3-(1-methyl-4-piperidinyl)-5-azaindole), ClC1=C(C(=O)Cl)C(=CC=C1)Cl (2,6-dichlorobenzoyl chloride), C[Si](C)(C)[N-][Si](C)(C)C.[Na+] (NaN(TMS)2). Solvent: C1CCOC1 (THF). The product is ClC1=C(C(=O)N2C=C(C3=CN=CC=C23)C2CCN(CC2)C)C(=CC=C1)Cl (1-(2,6-Dichlorobenzoyl)-3-(1-methyl-4-piperidinyl)-5-azaindole). Reaction SMILES: [CH3:1][N:2]1[CH2:7][CH2:6][CH:5]([C:8]2[C:16]3[C:11](=[CH:12][CH:13]=[N:14][CH:15]=3)[NH:10][CH:9]=2)[CH2:4][CH2:3]1.[Cl:17][C:18]1[CH:26]=[CH:25][CH:24]=[C:23]([Cl:27])[C:19]=1[C:20](Cl)=[O:21].C[Si]([N-][Si](C)(C)C)(C)C.[Na+]>C1COCC1>[Cl:17][C:18]1[CH:26]=[CH:25][CH:24]=[C:23]([Cl:27])[C:19]=1[C:20]([N:10]1[C:11]2[C:16](=[CH:15][N:14]=[CH:13][CH:12]=2)[C:8]([CH:5]2[CH2:4][CH2:3][N:2]([CH3:1])[CH2:7][CH2:6]2)=[CH:9]1)=[O:21] |f:2.3|. Procedure: from 3-(1-methyl-4-piperidinyl)-5-azaindole (20 mg, 0.094 mmol), 2,6-dichlorobenzoyl chloride (27 μL, 0.188 mmol) and 1M NaN(TMS)2 (250 μL, 0.25 mmol) in THF (1 mL) at RT.